The task is: describe an organic reaction: reactants, conditions, products, and yield. This data is from the Open Reaction Database (ORD), a public repository of structured organic reaction records. Reported procedure: Add 4M HCl/dioxane (3 mL, 12 mmol) to a solution of the compound of Example 57 (110 mg, 0.17 mmol) in dichloromethane (3 mL) and stir the reaction for 40 minutes, then evaporate to dryness under reduced pressure. Dissolve the residue in dichloromethane (4 mL) and add boron tribromide (0.068 mL, 0.72 mmol). Stir the reaction for 3.5 hours, then add aqueous saturated sodium bicarbonate (5 mL) and allow the phases to separate. Dry the organic layer with solid magnesium sulfate and chromatograph on ... Product: Cl.Cl.CS(=O)(=O)C1=CC=C(C=C1)C=1C(=C2C=CC(=CC2=CC1)O)OC1=CC=C(C=C1)NCCN1CCCCC1 (6-(4-Methanesulfonyl-phenyl)-5-[4-(2-piperidin-1-yl-ethylamino)-phenoxy]-naphthalen-2-ol Dihydrochloride). Yield: 81.8%. The reactants are C([O-])(O)=O.[Na+] (sodium bicarbonate), Cl.O1CCOCC1 (HCl dioxane), C(C)(C)(C)OC(N(CCN1CCCCC1)C1=CC=C(C=C1)OC1=C(C=CC2=CC(=CC=C12)OC)C1=CC=C(C=C1)S(=O)(=O)C)=O ({4-[2-(4-Methanesulfonyl-phenyl)-6-methoxy-naphthalen-1-yloxy]-phenyl}-(2-piperidin-1-yl-ethyl)-carbamic Acid tert-butyl Ester), B(Br)(Br)Br (boron tribromide). As a reaction SMILES: [ClH:1].O1CCOCC1.C(OC(=O)[N:14]([C:23]1[CH:28]=[CH:27][C:26]([O:29][C:30]2[C:39]3[C:34](=[CH:35][C:36]([O:40]C)=[CH:37][CH:38]=3)[CH:33]=[CH:32][C:31]=2[C:42]2[CH:47]=[CH:46][C:45]([S:48]([CH3:51])(=[O:50])=[O:49])=[CH:44][CH:43]=2)=[CH:25][CH:24]=1)[CH2:15][CH2:16][N:17]1[CH2:22][CH2:21][CH2:20][CH2:19][CH2:18]1)(C)(C)C.B(Br)(Br)Br.C(=O)(O)[O-].[Na+]>ClCCl>[ClH:1].[ClH:1].[CH3:51][S:48]([C:45]1[CH:44]=[CH:43][C:42]([C:31]2[C:30]([O:29][C:26]3[CH:27]=[CH:28][C:23]([NH:14][CH2:15][CH2:16][N:17]4[CH2:22][CH2:21][CH2:20][CH2:19][CH2:18]4)=[CH:24][CH:25]=3)=[C:39]3[C:34](=[CH:33][CH:32]=2)[CH:35]=[C:36]([OH:40])[CH:37]=[CH:38]3)=[CH:47][CH:46]=1)(=[O:50])=[O:49] |f:0.1,4.5,7.8.9|. Run in ClCCl (dichloromethane).